This data is from the Open Reaction Database (ORD), a public repository of structured organic reaction records. The task is: describe an organic reaction: reactants, conditions, products, and yield Starting materials: C(C=C)C=1C=C2C(=CC(OC2=C(C1O)OC)=O)C (6-allyl-7-hydroxy-8-methoxy-4-methylcoumarin), O (water), I(=O)(=O)(=O)[O-].[K+] (potassium periodate), aqueous solution. The reagents and catalysts are [Os](=O)(=O)(=O)=O (osmium tetroxide). The solvent is CO (methanol). Reaction conditions: time 3.5 hour. Yields the product OC1CC=2C(=C(C3=C(C(=CC(O3)=O)C)C2)OC)O1 (2-hydroxy-9-methoxy-5-methyl-2,3-dihydro-7H-furo[3,2-g][1]benzopyran-7-one). RXN SMILES: [CH2:1]([C:4]1[CH:5]=[C:6]2[C:11](=[C:12]([O:15][CH3:16])[C:13]=1[OH:14])[O:10][C:9](=[O:17])[CH:8]=[C:7]2[CH3:18])[CH:2]=C.O.I([O-])(=O)(=O)=[O:21].[K+]>CO.[Os](=O)(=O)(=O)=O>[OH:21][CH:2]1[O:14][C:13]2=[C:12]([O:15][CH3:16])[C:11]3[O:10][C:9](=[O:17])[CH:8]=[C:7]([CH3:18])[C:6]=3[CH:5]=[C:4]2[CH2:1]1 |f:2.3|. Procedure details: A solution of 2.0 g (8.12 mmols) of 6-allyl-7-hydroxy-8-methoxy-4-methylcoumarin in 20 ml of methanol was treated (mechanical stirring) with 10 ml of water, 5.0 g potassium periodate, and 1.0 ml of a 10% aqueous solution of osmium tetroxide (10 mg/ml). After 3.5 hrs, the mixture was partitioned between water/methylene chloride. The aqueous phase was further extracted with methylene chloride. The organic extracts were dried and evaporated to yield 2-hydroxy-9-methoxy-5-methyl-2,3-dihydro-7H-furo[...